describe an organic reaction: reactants, conditions, products, and yield From a dataset of the Open Reaction Database (ORD), a public repository of structured organic reaction records. Reactants: C(=O)=O (dry ice), CC1=C(C(=O)C2=C(C1=O)N3C[C@H]4[C@@H]([C@@]3([C@@H]2COC(=O)N)OC)N4)OC (mitomycin A), solution, [OH-].[K+] (KOH), ClCCOCCO (2-(2-chloroethoxy)ethanol), ClCCOCCO (2-(2-chloroethoxy)ethanol). Yields the product C(N)(O)=O.OCC1C2(N(C=3C(C(=C(C(C13)=O)OCCOCCCl)C)=O)CC1C2N1)OC (1,1a, 2,8,8a,8b-Hexahydro-8-(hydroxymethyl)-8a-methoxy-5-methyl -6-[2-(2-chloroethoxy)ethoxy]-azirino[2',3':3,4]pyrrolo[1,2-a]indole-4,7-dione carbamate). Isolated yield 58.0%. Reaction SMILES: [CH3:1][C:2]1[C:8](=[O:9])[C:7]2[N:10]3[C@@:14]([O:21][CH3:22])([C@H:15]([CH2:16][O:17][C:18]([NH2:20])=[O:19])[C:6]=2[C:4](=[O:5])[C:3]=1[O:24][CH3:25])[C@H:13]1[NH:23][C@H:12]1[CH2:11]3.[OH-].[K+].C(=O)=O.[Cl:31][CH2:32][CH2:33][O:34][CH2:35]CO>>[C:18](=[O:17])([OH:19])[NH2:20].[OH:17][CH2:16][CH:15]1[C:6]2[C:4](=[O:5])[C:3]([O:24][CH2:25][CH2:35][O:34][CH2:33][CH2:32][Cl:31])=[C:2]([CH3:1])[C:8](=[O:9])[C:7]=2[N:10]2[CH2:11][CH:12]3[NH:23][CH:13]3[C:14]12[O:21][CH3:22] |f:1.2,5.6|. Procedure details: A solution of mitomycin A (100 mg) in 2 ml of 2-(2-chloroethoxy)ethanol was stirred at room temperature and under nitrogen for 45 minutes with 300 mg of a 1.6% solution of KOH in 2-(2-chloroethoxy)ethanol. The reaction mixture was decomposed with excess dry ice while immersing the flask into a water bath at room temperature. The reaction product was chromatographed on a silica gel column using first chloroform, which elutes the 2-(2-chloroethoxy)ethanol and then acetone, which elutes the product... Reactants: [OH-].[NH4+] (ammonium hydroxide), C(CCC)C=1N(C2=C(C=[N+](C=3C=CC=CC23)[O-])N1)CCCNC(=O)NC1=CC=CC=C1 (N-[3-(2-butyl-5-oxido-1H-imidazo[4,5-c]quinolin-1-yl)propyl]-N′-phenylurea), S(=O)(=O)(C1=CC=C(C)C=C1)Cl (Tosyl chloride). Run in ClCCl (dichloromethane). Product: NC1=NC=2C=CC=CC2C2=C1N=C(N2CCCNC(=O)NC2=CC=CC=C2)CCCC (N-[3-(4-amino-2-butyl-1H-imidazo[4,5-c]quinolin-1-yl)propyl]-N′-phenylurea). RXN SMILES: [OH-].[NH4+:2].[CH2:3]([C:7]1[N:8]([CH2:21][CH2:22][CH2:23][NH:24][C:25]([NH:27][C:28]2[CH:33]=[CH:32][CH:31]=[CH:30][CH:29]=2)=[O:26])[C:9]2[C:18]3[CH:17]=[CH:16][CH:15]=[CH:14][C:13]=3[N+:12]([O-])=[CH:11][C:10]=2[N:20]=1)[CH2:4][CH2:5][CH3:6].S(Cl)(C1C=CC(C)=CC=1)(=O)=O>ClCCl>[NH2:2][C:11]1[C:10]2[N:20]=[C:7]([CH2:3][CH2:4][CH2:5][CH3:6])[N:8]([CH2:21][CH2:22][CH2:23][NH:24][C:25]([NH:27][C:28]3[CH:33]=[CH:32][CH:31]=[CH:30][CH:29]=3)=[O:26])[C:9]=2[C:18]2[CH:17]=[CH:16][CH:15]=[CH:14][C:13]=2[N:12]=1 |f:0.1|. Reported procedure: Concentrated ammonium hydroxide (35 mL) was added with stirring to a solution of N-[3-(2-butyl-5-oxido-1H-imidazo[4,5-c]quinolin-1-yl)propyl]-N′-phenylurea (2.25 g, 5.39 mmol) in dichloromethane (100 mL). Tosyl chloride (1.13 g, 5.93 mmol) was added in small portions over a period of 30 minutes. After I hour the layers were separated. The aqueous layer was extracted with dichloromethane (2×25 mL). The organics were combined and extracted with water (3×50 mL). The aqueous layers were combined and... Reactants: C1CCNCC1, COC(=O)CC#N, CCCCCC, O=Cc1ccco1, C1COCCO1, O, Cc1ccccc1. The product is COC(=O)C(C#N)=Cc1ccco1. As a reaction SMILES: [CH2:1]1[CH2:2][CH2:3][NH:4][CH2:5][CH2:6]1.[CH3:14][O:15][C:16](=[O:17])[CH2:18][C:19]#[N:20].[CH3:21][CH2:22][CH2:23][CH2:24][CH2:25][CH3:26].[CH:7]([c:8]1[cH:9][cH:10][cH:11][o:12]1)=[O:13].[O:34]1[CH2:35][CH2:36][O:37][CH2:38][CH2:39]1.[OH2:40].[c:27]1([CH3:28])[cH:29][cH:30][cH:31][cH:32][cH:33]1>>[CH:7]([c:8]1[cH:9][cH:10][cH:11][o:12]1)=[C:18]([C:16]([O:15][CH3:14])=[O:17])[C:19]#[N:20]. The reactants are COC(=O)C=1C=C(C=CC1)B(O)O (3-methoxycarbonylphenylboronic acid), P(=O)([O-])([O-])[O-].[K+].[K+].[K+] (tripotassium phosphate), BrC1=CC=C(S1)S(=O)(=O)N (5-bromothiophene-2-sulfonamide), O1CCOCC1 (1,4-dioxane). The solvent is CN(C)C=O (DMF). Run at temperature 85 celsius, time 8 hour. Product: COC(C1=CC(=CC=C1)C=1SC(=CC1)S(N)(=O)=O)=O (3-(5-sulfamoyl-2-thienyl)benzoic acid methyl ester). Yield: 53.5%. Reaction SMILES: [CH3:1][O:2][C:3]([C:5]1[CH:6]=[C:7](B(O)O)[CH:8]=[CH:9][CH:10]=1)=[O:4].P([O-])([O-])([O-])=O.[K+].[K+].[K+].Br[C:23]1[S:27][C:26]([S:28]([NH2:31])(=[O:30])=[O:29])=[CH:25][CH:24]=1.O1CCOCC1>CN(C=O)C>[CH3:1][O:2][C:3](=[O:4])[C:5]1[CH:10]=[CH:9][CH:8]=[C:7]([C:23]2[S:27][C:26]([S:28](=[O:30])(=[O:29])[NH2:31])=[CH:25][CH:24]=2)[CH:6]=1 |f:1.2.3.4|. Procedure details: 1,1′-Bis(diphenylphosphino)ferrocene-palladium(II) dichloride-dichloromethane complex (272 mg, 0.33 mmol), 3-methoxycarbonylphenylboronic acid (898 mg, 4.99 mmol), and tripotassium phosphate (1.41 g, 6.64 mmol) were added to a solution of commercially available 5-bromothiophene-2-sulfonamide (805 mg, 3.33 mmol) in mixture of 1,4-dioxane (10 mL) and DMF (1 mL), followed by stirring at 85° C. overnight in an argon atmosphere. The reaction solution was concentrated. A saturated aqueous solution of ... Starting materials: Cc1cc2c(cc1Br)cc1n2C(C)CN(C(=O)OC(C)(C)C)C1, O=C([O-])[O-], CB1OB(C)OB(C)O1, [K+], [K+], C1COCCO1. Yields the product Cc1cc2cc3n(c2cc1C)C(C)CN(C(=O)OC(C)(C)C)C3. As a reaction SMILES: [C:1]([CH3:2])([CH3:3])([CH3:4])[O:5][C:6](=[O:7])[N:8]1[CH2:9][c:10]2[n:11]([c:12]3[cH:13][c:14]([CH3:20])[c:15]([Br:19])[cH:16][c:17]3[cH:18]2)[CH:21]([CH3:23])[CH2:22]1.[C:24](=[O:25])([O-:26])[O-:27].[CH3:30][B:31]1[O:32][B:33]([CH3:34])[O:35][B:36]([CH3:37])[O:38]1.[K+:28].[K+:29].[O:39]1[CH2:40][CH2:41][O:42][CH2:43][CH2:44]1>>[C:1]([CH3:2])([CH3:3])([CH3:4])[O:5][C:6](=[O:7])[N:8]1[CH2:9][c:10]2[n:11]([c:12]3[cH:13][c:14]([CH3:20])[c:15]([CH3:24])[cH:16][c:17]3[cH:18]2)[CH:21]([CH3:23])[CH2:22]1. Starting materials: ClCC1=CC=C(OCC=2N=C(OC2C)C2=CC=CC=C2)C=C1 (4-(4-chloromethylphenoxymethyl)-5-methyl-2-phenyloxazole), OC1=C(C2=CC=CC=C2C=C1)C=O (2-hydroxy-1-naphthaldehyde), C([O-])([O-])=O.[K+].[K+] (potassium carbonate), CN(C=O)C (N,N-dimethylformamide). Solvent: O (water). Reaction conditions: time 2 day. The product is CC1=C(N=C(O1)C1=CC=CC=C1)COC1=CC=C(COC2=C(C3=CC=CC=C3C=C2)C=O)C=C1 (2-[4-[(5-methyl-2-phenyl-4-oxazolyl)methoxy]benzyloxy]-1-naphthaldehyde). Isolated yield 88.9%. Reaction SMILES: Cl[CH2:2][C:3]1[CH:22]=[CH:21][C:6]([O:7][CH2:8][C:9]2[N:10]=[C:11]([C:15]3[CH:20]=[CH:19][CH:18]=[CH:17][CH:16]=3)[O:12][C:13]=2[CH3:14])=[CH:5][CH:4]=1.[OH:23][C:24]1[CH:33]=[CH:32][C:31]2[C:26](=[CH:27][CH:28]=[CH:29][CH:30]=2)[C:25]=1[CH:34]=[O:35].C(=O)([O-])[O-].[K+].[K+].CN(C)C=O>O>[CH3:14][C:13]1[O:12][C:11]([C:15]2[CH:20]=[CH:19][CH:18]=[CH:17][CH:16]=2)=[N:10][C:9]=1[CH2:8][O:7][C:6]1[CH:21]=[CH:22][C:3]([CH2:2][O:23][C:24]2[CH:33]=[CH:32][C:31]3[C:26](=[CH:27][CH:28]=[CH:29][CH:30]=3)[C:25]=2[CH:34]=[O:35])=[CH:4][CH:5]=1 |f:2.3.4|. Procedure: A mixture of 4-(4-chloromethylphenoxymethyl)-5-methyl-2-phenyloxazole (11.13 g), 2-hydroxy-1-naphthaldehyde (5.96 g), anhydrous potassium carbonate (5.03 g) and N,N-dimethylformamide (50 mL) was stirred at room temperature for 2 days. The reaction mixture was poured into water, and the precipitated solid was collected by filtration, and dried with air to give crystals (13.83 g, 89%) of 2-[4-[(5-methyl-2-phenyl-4-oxazolyl)methoxy]benzyloxy]-1-naphthaldehyde. Recrystallization from ethyl acetate-h... Starting materials: [Na] (sodium), C(C)S (Ethanethiol), C1=CC(=CC(=C1)Cl)C(=O)OO (MCPBA), FC(C1=NC(=CC(=C1C(=O)OCC)Cl)C(F)(F)F)(F)F (Ethyl 2,6-bis(trifluoromethyl)-4-chloro-3-pyridinecarboxylate), [O-]CC.[Na+] (sodium ethoxide). The solvent is C(C)O (ethanol). Run at temperature 5 celsius. Product: FC(C1=NC(=CC(=C1C(=O)OCC)S(=O)CC)C(F)(F)F)(F)F (Ethyl 2,6-bis(trifluoromethyl)-4-ethylsulfinyl-3-pyridinecarboxylate). As a reaction SMILES: [CH2:1]([SH:3])[CH3:2].[F:4][C:5]([F:23])([F:22])[C:6]1[C:11]([C:12]([O:14][CH2:15][CH3:16])=[O:13])=[C:10](Cl)[CH:9]=[C:8]([C:18]([F:21])([F:20])[F:19])[N:7]=1.[O-:24]CC.[Na+].[Na].C1C=C(Cl)C=C(C(OO)=O)C=1>C(O)C>[F:4][C:5]([F:23])([F:22])[C:6]1[C:11]([C:12]([O:14][CH2:15][CH3:16])=[O:13])=[C:10]([S:3]([CH2:1][CH3:2])=[O:24])[CH:9]=[C:8]([C:18]([F:21])([F:20])[F:19])[N:7]=1 |f:2.3,^1:27|. Reported procedure: Ethanethiol (5.33 ml, 0.072 mol) followed by 14.72 g (0.046 mol) of product of Example 19 was added to a solution of sodium ethoxide prepared from 1.66 g (0.072 mol) of sodium in 100 ml of ethanol and stirred at reflux overnight. The reaction mixture was filtered, poured into 200 ml of water, extracted with ether, washed with 10% NaOH, dried (MgSO4) and concentrated in vacuo to 9.45 g of yellow oil. This oil in 150 ml of CH2Cl2 was cooled to 5° C. and 3.73 g (0.022 mol) of MCPBA was added. React...